This data is from the Open Reaction Database (ORD), a public repository of structured organic reaction records. The task is: describe an organic reaction: reactants, conditions, products, and yield Starting materials: solution, C1(=CC=CC=C1)C (toluene), [N-]=C=O (isocyanate), O1C(CCC1)CNC1=NC=CC=N1.CCOCC (tetrahydrofuranylmethylaminopyrimidine ether), C1(=CC=CC=C1)C (toluene), C(=O)(O)[O-].[Na+] (NaHCO3), Cl.NC=1N(N=C(C1)C(C)(C)C)C1=CC=C(C=C1)C (3-Amino-5-tert-butyl-2-(p-tolyl)-2H-pyrazole hydrochloride), C(=O)(Cl)Cl (phosgene). Solvent: C1CCOC1 (THF), C(Cl)Cl (methylene chloride). Reaction conditions: temperature 0 celsius. Yields the product C(C)(C)(C)C=1C=C(N(N1)C1=CC=C(C=C1)C)NC(=O)NC1=CC=C(C2=CC=CC=C12)OC1=NC(=NC=C1)NCC1OCCC1 (1-(5-tert-butyl-2-p-tolyl-2H-pyrazol-3-yl)-3-(4-{2-[(tetrahydrofuran-2-ylmethyl)-amino]-pyrimidin-4-yloxy}-naphthalen-1-yl)-urea). As a reaction SMILES: Cl.[NH2:2][C:3]1[N:4]([C:12]2[CH:17]=[CH:16][C:15]([CH3:18])=[CH:14][CH:13]=2)[N:5]=[C:6]([C:8]([CH3:11])([CH3:10])[CH3:9])[CH:7]=1.[C:19]([O-:22])(O)=O.[Na+].C(Cl)(Cl)=O.[N-:28]=[C:29]=[O:30].[O:31]1[CH2:35][CH2:34][CH2:33][CH:32]1[CH2:36][NH:37][C:38]1[N:43]=[CH:42][CH:41]=[CH:40][N:39]=1.[CH3:44][CH2:45]OCC.[C:49]1([CH3:55])[CH:54]=[CH:53][CH:52]=[CH:51][CH:50]=1>C(Cl)Cl.C1COCC1>[C:8]([C:6]1[CH:7]=[C:3]([NH:2][C:29]([NH:28][C:55]2[C:49]3[C:54](=[CH:53][CH:52]=[CH:51][CH:50]=3)[C:19]([O:22][C:42]3[CH:41]=[CH:40][N:39]=[C:38]([NH:37][CH2:36][CH:32]4[CH2:33][CH2:34][CH2:35][O:31]4)[N:43]=3)=[CH:45][CH:44]=2)=[O:30])[N:4]([C:12]2[CH:13]=[CH:14][C:15]([CH3:18])=[CH:16][CH:17]=2)[N:5]=1)([CH3:11])([CH3:10])[CH3:9] |f:0.1,2.3,6.7|. Procedure details: 3-Amino-5-tert-butyl-2-(p-tolyl)-2H-pyrazole hydrochloride (59 mg, 0.22 mmol, 1 equiv.) was dissolved in 12 mL methylene chloride and 12 mL saturated aqueous NaHCO3 was added. The biphasic mixture was stirred until all solids had completely dissolved and cooled to 0° C. The organic layer was then treated with phosgene in one portion via syringe while not stirring (0.40 mL of a 20% solution toluene, 0.78 mmol, 3.5 equiv.). The resulting mixture was stirred vigorously at 0° C. for 0.5 h. The organ... Reactants: CC1(C)CCCNC1, CS(C)=O, CCOC(=O)c1cn(C)c2cnc3cc(F)c(F)cc3c2c1=O, O. Product: CCOC(=O)c1cn(C)c2cnc3cc(N4CCCC(C)(C)C4)c(F)cc3c2c1=O. As a reaction SMILES: [CH3:24][C:25]1([CH3:31])[CH2:26][NH:27][CH2:28][CH2:29][CH2:30]1.[CH3:33][S:34](=[O:35])[CH3:36].[F:1][c:2]1[cH:3][c:4]2[c:5]([c:6]3[c:7](=[O:20])[c:8]([C:15](=[O:16])[O:17][CH2:18][CH3:19])[cH:9][n:10]([CH3:14])[c:11]3[cH:12][n:13]2)[cH:21][c:22]1[F:23].[OH2:32]>>[c:2]1([N:27]2[CH2:26][C:25]([CH3:24])([CH3:31])[CH2:30][CH2:29][CH2:28]2)[cH:3][c:4]2[c:5]([c:6]3[c:7](=[O:20])[c:8]([C:15](=[O:16])[O:17][CH2:18][CH3:19])[cH:9][n:10]([CH3:14])[c:11]3[cH:12][n:13]2)[cH:21][c:22]1[F:23]. The reactants are [Cl-].[NH4+] (ammonium chloride), CC1(COC2(CCC(=O)CC2)OC1)C (1,4-cyclohexanedione mono-2,2-dimethyltrimethylene ketal), C(C1=CC=CC=C1)[Mg]Br (benzylmagnesium bromide). Reagents/catalysts: [Cl-].[Zn+2].[Cl-] (zinc chloride). Solvent: O1CCCC1 (tetrahydrofuran). Conditions: time 2.5 hour. The product is C(C1=CC=CC=C1)C1(CCC2(OCC(CO2)(C)C)CC1)O (9-benzyl-3,3-dimethyl-1,5-dioxaspiro[5.5]undecan-9-ol). As a reaction SMILES: [CH3:1][C:2]1([CH3:14])[CH2:13][O:12][C:5]2([CH2:11][CH2:10][C:8](=[O:9])[CH2:7][CH2:6]2)[O:4][CH2:3]1.[Cl-].[NH4+].[CH2:17]([Mg]Br)[C:18]1[CH:23]=[CH:22][CH:21]=[CH:20][CH:19]=1>O1CCCC1.[Cl-].[Zn+2].[Cl-]>[CH2:17]([C:8]1([OH:9])[CH2:7][CH2:6][C:5]2([O:4][CH2:3][C:2]([CH3:14])([CH3:1])[CH2:13][O:12]2)[CH2:11][CH2:10]1)[C:18]1[CH:23]=[CH:22][CH:21]=[CH:20][CH:19]=1 |f:1.2,5.6.7|. Procedure details: To a solution of 1,4-cyclohexanedione mono-2,2-dimethyltrimethylene ketal (3.76 g) and zinc chloride (about 1.0 mol/L, solution in diethyl ether, 1.90 mL) in tetrahydrofuran (63.0 mL), benzylmagnesium bromide (about 1.0 mol/L, solution in tetrahydrofuran, 24.7 mL) was added at 0° C. and thereafter the mixture was stirred at that temperature for 2.5 hours. To the reaction mixture, a saturated aqueous solution of ammonium chloride was added and three extractions were conducted with ethyl acetate. ... The reactants are C(CCCC)[C@@H]1CC[C@H](CC1)C1=CC=C(C=C1)OB(O)O (4-(trans-4-pentylcyclohexyl)phenylboric acid), ClC1=NC(=CC=C1)Cl (2,6-dichloropyridine), C([O-])([O-])=O.[Na+].[Na+] (sodium carbonate), C1(=CC=CC=C1)C (toluene). Solvent: O (water), CCCCCC (hexane), C1(=CC=CC=C1)C.CCCCCC (toluene hexane). The product is C(CCCC)[C@@H]1CC[C@H](CC1)C1=CC=C(C=C1)C1=NC(=CC=C1)Cl (1-(trans-4-Pentylcyclohexyl)-4-(6-chloropyridin-2-yl)benzene). Reaction SMILES: [CH2:1]([C@H:6]1[CH2:11][CH2:10][C@H:9]([C:12]2[CH:17]=[CH:16][C:15](OB(O)O)=[CH:14][CH:13]=2)[CH2:8][CH2:7]1)[CH2:2][CH2:3][CH2:4][CH3:5].[Cl:22][C:23]1[CH:28]=[CH:27][CH:26]=[C:25](Cl)[N:24]=1.C(=O)([O-])[O-].[Na+].[Na+].C1(C)C=CC=CC=1>C1(C)C=CC=CC=1.CCCCCC.O.CCCCCC>[CH2:1]([C@H:6]1[CH2:11][CH2:10][C@H:9]([C:12]2[CH:17]=[CH:16][C:15]([C:25]3[CH:26]=[CH:27][CH:28]=[C:23]([Cl:22])[N:24]=3)=[CH:14][CH:13]=2)[CH2:8][CH2:7]1)[CH2:2][CH2:3][CH2:4][CH3:5] |f:2.3.4,6.7|. Reported procedure: A mixture of 0.23 mol of 4-(trans-4-pentylcyclohexyl)phenylboric acid, 0.23 mol of 2,6-dichloropyridine, 5 mmol of TPP, 230 ml of a 2 molar sodium carbonate solution and 400 ml of toluene are heated at the boil for 1 hour. The reaction mixture is cooled, and 200 ml of hexane and 200 ml of water are added. The organic phase is separated off, the solvent is removed by evaporation, and the pure product is obtained by chromatography on silica gel using toluene/hexane 3:1 as the eluent. The reactants are OC(C(=O)NCCC(=O)OCCCNC(CCCCCCC\C=C/CCCCCCCC)=O)C(CO)(C)C (3-(N-Oleoylamino]propyl 3-[N-(2,4-dihydroxy-3,3-dimethyl-1-oxobutyl)amino]propionate), C(C1=CC=CC=C1)(=O)Cl (benzoyl chloride). Product: C(C1=CC=CC=C1)OCC(C(C(=O)NCCC(=O)OCCCNC(CCCCCCC\C=C/CCCCCCCC)=O)O)(C)C (3-(N-Oleoylamino)propyl 3-[N-(4-benzyloxy-2-hydroxy-3,3-dimethyl-1-oxobutyl)amino]propionate). Isolated yield 50.6%. As a reaction SMILES: [OH:1][CH:2]([C:34]([CH3:38])([CH3:37])[CH2:35][OH:36])[C:3]([NH:5][CH2:6][CH2:7][C:8]([O:10][CH2:11][CH2:12][CH2:13][NH:14][C:15](=[O:33])[CH2:16][CH2:17][CH2:18][CH2:19][CH2:20][CH2:21][CH2:22]/[CH:23]=[CH:24]\[CH2:25][CH2:26][CH2:27][CH2:28][CH2:29][CH2:30][CH2:31][CH3:32])=[O:9])=[O:4].[C:39](Cl)(=O)[C:40]1[CH:45]=[CH:44][CH:43]=[CH:42][CH:41]=1>>[CH2:39]([O:36][CH2:35][C:34]([CH3:37])([CH3:38])[CH:2]([OH:1])[C:3]([NH:5][CH2:6][CH2:7][C:8]([O:10][CH2:11][CH2:12][CH2:13][NH:14][C:15](=[O:33])[CH2:16][CH2:17][CH2:18][CH2:19][CH2:20][CH2:21][CH2:22]/[CH:23]=[CH:24]\[CH2:25][CH2:26][CH2:27][CH2:28][CH2:29][CH2:30][CH2:31][CH3:32])=[O:9])=[O:4])[C:40]1[CH:45]=[CH:44][CH:43]=[CH:42][CH:41]=1. Procedure details: 3-(N-Oleoylamino]propyl 3-[N-(2,4-dihydroxy-3,3-dimethyl-1-oxobutyl)amino]propionate (540 mg) and 140 mg of benzoyl chloride were reacted in the same manner as in Example 36 to obtain 318 mg of the title compound (yield: 51%). Starting materials: NCC1=C(C=C(C=C1)O)OC (4-aminomethyl-3-methoxy-phenol), BrCC(C)C (1-bromo-2-methyl-propane), CC1([C@@H]2[C@H]1CC1=C(SC(=C21)C)C(=O)O)C ((1aS,5aR)-1,1,2-trimethyl-1,1a,5,5a-tetrahydro-3-thia-cyclopropa[a]pentalene-4-carboxylic acid). The product is C(C(C)C)OC1=CC(=C(CNC(=O)C2=C3C[C@@H]4[C@H](C3=C(S2)C)C4(C)C)C=C1)OC ((1aS,5aR)-1,1,2-Trimethyl-1,1a,5,5a-tetrahydro-3-thia-cyclopropa[a]pentalene-4-carboxylic acid 4-isobutoxy-2-methoxy-benzylamide). RXN SMILES: [NH2:1][CH2:2][C:3]1[CH:8]=[CH:7][C:6]([OH:9])=[CH:5][C:4]=1[O:10][CH3:11].Br[CH2:13][CH:14]([CH3:16])[CH3:15].[CH3:17][C:18]1([CH3:31])[C@@H:20]2[CH2:21][C:22]3[C:26]([C@H:19]12)=[C:25]([CH3:27])[S:24][C:23]=3[C:28](O)=[O:29]>>[CH2:13]([O:9][C:6]1[CH:7]=[CH:8][C:3]([CH2:2][NH:1][C:28]([C:23]2[S:24][C:25]([CH3:27])=[C:26]3[C:22]=2[CH2:21][C@H:20]2[C:18]([CH3:31])([CH3:17])[C@H:19]23)=[O:29])=[C:4]([O:10][CH3:11])[CH:5]=1)[CH:14]([CH3:16])[CH3:15]. Procedure: (1aS,5aR)-1,1,2-Trimethyl-1,1a,5,5a-tetrahydro-3-thia-cyclopropa[a]pentalene-4-carboxylic acid 4-isobutoxy-2-methoxy-benzylamide is prepared starting from 4-aminomethyl-3-methoxy-phenol, 1-bromo-2-methyl-propane and (1aS,5aR)-1,1,2-trimethyl-1,1a,5,5a-tetrahydro-3-thia-cyclopropa[a]pentalene-4-carboxylic acid in analogy to the procedures given in Example 36. LC-MS: tR=1.16 min, [M+1]+=414.17. The reactants are O=C([O-])[O-], CO, Cc1cccc2c1C(=O)CCS2, [K+], [K+], O. Yields the product Cc1cccc2c1C(=O)C(CO)(CO)CS2. As a reaction SMILES: [C:13]([O-:14])([O-:15])=[O:16].[CH3:19][OH:20].[CH3:1][c:2]1[c:3]2[c:8]([cH:9][cH:10][cH:11]1)[S:7][CH2:6][CH2:5][C:4]2=[O:12].[K+:17].[K+:18].[OH2:21]>>[CH3:1][c:2]1[c:3]2[c:8]([cH:9][cH:10][cH:11]1)[S:7][CH2:6][C:5]([CH2:13][OH:16])([CH2:19][OH:20])[C:4]2=[O:12]. Reactants: CNC(=S)C1C(C(OC2=C1C=C(C=C2)C(F)(F)F)(C)C)O (N-methyl-3,4-dihydro-3-hydroxy-6-trifluoromethyl-2,2-dimethyl-2H-1-benzopyran-4-carbothioamide), C1(=CC=C(C=C1)S(=O)(=O)Cl)C (p-toluenesulfonyl chloride), Cl (hydrochloric acid). The yield is 29.0%. The solvent is N1=CC=CC=C1 (pyridine). Procedure: A mixture of 0.17 g of N-methyl-3,4-dihydro-3-hydroxy-6-trifluoromethyl-2,2-dimethyl-2H-1-benzopyran-4-carbothioamide, 0.21 g of p-toluenesulfonyl chloride, and 10 ml of pyridine was heated at reflux for 4 hours. To the reaction mixture was added 2N hydrochloric acid, and the mixture was extracted with dichloromethane. The extract was dried over magnesium sulfate. The residue was purified by silica gel column chromatography (CH2Cl2 :methanol=100:1) and then recrystallized from a mixture of dieth... As a reaction SMILES: [CH3:1][NH:2][C:3]([CH:5]1[C:10]2[CH:11]=[C:12]([C:15]([F:18])([F:17])[F:16])[CH:13]=[CH:14][C:9]=2[O:8][C:7]([CH3:20])([CH3:19])[CH:6]1O)=S.C1(C)C=CC(S(Cl)(=O)=[O:29])=CC=1.Cl>N1C=CC=CC=1>[CH3:1][NH:2][C:3]([C:5]1[C:10]2[CH:11]=[C:12]([C:15]([F:18])([F:17])[F:16])[CH:13]=[CH:14][C:9]=2[O:8][C:7]([CH3:20])([CH3:19])[CH:6]=1)=[O:29]. Product: CNC(=O)C1=CC(OC2=C1C=C(C=C2)C(F)(F)F)(C)C (N-methyl-6-trifluoromethyl-2,2-dimethyl-2H-1-benzopyran-4-carboxamide). The reactants are O=C([O-])[O-], C=CCOc1cc(-n2c(=O)cc(C(F)(F)F)[nH]c2=O)c(F)cc1Br, CI, [K+], [K+], CN(C)C=O. The product is C=CCOc1cc(-n2c(=O)cc(C(F)(F)F)n(C)c2=O)c(F)cc1Br. RXN SMILES: [C:27](=[O:28])([O-:29])[O-:30].[CH2:1]([CH:2]=[CH2:3])[O:4][c:5]1[c:6]([Br:24])[cH:7][c:8]([F:23])[c:9](-[n:11]2[c:12](=[O:22])[nH:13][c:14]([C:18]([F:19])([F:20])[F:21])[cH:15][c:16]2=[O:17])[cH:10]1.[CH3:25][I:26].[K+:31].[K+:32].[O:33]=[CH:34][N:35]([CH3:36])[CH3:37]>>[CH2:1]([CH:2]=[CH2:3])[O:4][c:5]1[c:6]([Br:24])[cH:7][c:8]([F:23])[c:9](-[n:11]2[c:12](=[O:22])[n:13]([CH3:27])[c:14]([C:18]([F:19])([F:20])[F:21])[cH:15][c:16]2=[O:17])[cH:10]1. Starting materials: N1=CC(=CC=C1)C1=CC(=NO1)CN1C(C2=CC=CC=C2C1=O)=O (2-[(5-Pyridin-3-ylisoxazol-3-yl)methyl]-1H-isoindole-1,3(2H)-dione), O.NN (hydrazine hydrate). Yields the product N1=CC(=CC=C1)C1=CC(=NO1)CN ((5-pyridin-3-ylisoxazol-3-yl)methylamine). RXN SMILES: [N:1]1[CH:6]=[CH:5][CH:4]=[C:3]([C:7]2[O:11][N:10]=[C:9]([CH2:12][N:13]3C(=O)C4C(=CC=CC=4)C3=O)[CH:8]=2)[CH:2]=1.O.NN>>[N:1]1[CH:6]=[CH:5][CH:4]=[C:3]([C:7]2[O:11][N:10]=[C:9]([CH2:12][NH2:13])[CH:8]=2)[CH:2]=1 |f:1.2|. Procedure: 2-[(5-Pyridin-3-ylisoxazol-3-yl)methyl]-1H-isoindole-1,3(2H)-dione (2.95 g, 9.67 mmol) was treated with hydrazine hydrate (1.14 g, 19.3 mmol) according to the method described in Part E of Example 35 to provide (5-pyridin-3-ylisoxazol-3-yl)methylamine as a pale yellow solid.